Dataset: the Open Reaction Database (ORD), a public repository of structured organic reaction records. Task: describe an organic reaction: reactants, conditions, products, and yield Reactants: ice water, [O-]CC.[Na+] (Sodium ethoxide), FC(C(C(C(=O)OC)O)C1=CNC2=CC=CC=C12)(F)F (methyl 4,4,4-trifluoro-2-hydroxy-3-(indol-3-yl)butyrate), Br.CNC(=N)NC (N,N′-dimethyl guanidine hydrogen bromide), C(C)(=O)O (acetic acid). Run in C(C)O (ethanol). Product: N1C=C(C2=CC=CC=C12)C(C(F)(F)F)C1C(N=C(O1)NC)=O (5-[1-(indol-3-yl)-2,2,2-trifluoroethyl]-2-methylamino-2-oxazolin-4-one). The yield is 20.5%. Reaction SMILES: [O-]CC.[Na+].[F:5][C:6]([F:24])([F:23])[CH:7]([C:14]1[C:22]2[C:17](=[CH:18][CH:19]=[CH:20][CH:21]=2)[NH:16][CH:15]=1)[CH:8]([OH:13])[C:9](OC)=[O:10].Br.[CH3:26][NH:27][C:28](NC)=[NH:29].C(O)(=O)C>C(O)C>[NH:16]1[C:17]2[C:22](=[CH:21][CH:20]=[CH:19][CH:18]=2)[C:14]([CH:7]([CH:8]2[O:13][C:28]([NH:27][CH3:26])=[N:29][C:9]2=[O:10])[C:6]([F:24])([F:23])[F:5])=[CH:15]1 |f:0.1,3.4|. Procedure details: Sodium ethoxide (580 mg) was added to a solution of methyl 4,4,4-trifluoro-2-hydroxy-3-(indol-3-yl)butyrate (980 mg) and N,N′-dimethyl guanidine hydrogen bromide (630 mg) in ethanol (2.5 ml). The mixture was refluxed for 1.5 hours and then cooled. To the cooled reaction mixture was added ice water (20 ml). After the pH of the mixture was adjusted to 7 using acetic acid, the whole was extracted with ethyl acetate. The extract was washed with saturated aqueous sodium hydrogen carbonate solution an... Yield: 94.9%. Reaction conditions: time 20 minute. Reactants: [BH4-].[Na+] (sodium borohydride), C(C)(C)(C)OC(=O)N1[C@H](C[C@H](C1)OCC1=CC=CC=C1)[C@H]([C@H](CC1=CC(=CC(=C1)F)F)[N+](=O)[O-])O ((2R,4R)-4-benzyloxy-2-[(1R,2S)-3-(3,5-difluorophenyl)-1-hydroxy-2-nitropropyl]pyrrolidine-1-carboxylic acid tert-butyl ester), O (water). Procedure: Add sodium borohydride (0.242 mg, 6.42 mmol) over 1 minute to a solution of (2R,4R)-4-benzyloxy-2-[(1R,2S)-3-(3,5-difluorophenyl)-1-hydroxy-2-nitropropyl]pyrrolidine-1-carboxylic acid tert-butyl ester (0.696 g, 1.41 mmol) and nickel (II) chloride (0.29 g, 2.25 mmol) in methanol (30 mL) at room temperature. Stir 20 minutes, add water (3 mL) and evaporate the methanol. Partition the residue with ethyl acetate and water. Filter through a filtering agent, wash with ethyl acetate (300 mL), separate a... Reaction SMILES: [BH4-].[Na+].[C:3]([O:7][C:8]([N:10]1[CH2:14][C@H:13]([O:15][CH2:16][C:17]2[CH:22]=[CH:21][CH:20]=[CH:19][CH:18]=2)[CH2:12][C@@H:11]1[C@@H:23]([OH:37])[C@@H:24]([N+:34]([O-])=O)[CH2:25][C:26]1[CH:31]=[C:30]([F:32])[CH:29]=[C:28]([F:33])[CH:27]=1)=[O:9])([CH3:6])([CH3:5])[CH3:4].O>CO.[Ni](Cl)Cl>[C:3]([O:7][C:8]([N:10]1[CH2:14][C@H:13]([O:15][CH2:16][C:17]2[CH:22]=[CH:21][CH:20]=[CH:19][CH:18]=2)[CH2:12][C@@H:11]1[C@@H:23]([OH:37])[C@@H:24]([NH2:34])[CH2:25][C:26]1[CH:27]=[C:28]([F:33])[CH:29]=[C:30]([F:32])[CH:31]=1)=[O:9])([CH3:6])([CH3:4])[CH3:5] |f:0.1|. The reagents and catalysts are [Ni](Cl)Cl (nickel (II) chloride). The solvent is CO (methanol). The product is C(C)(C)(C)OC(=O)N1[C@H](C[C@H](C1)OCC1=CC=CC=C1)[C@H]([C@H](CC1=CC(=CC(=C1)F)F)N)O ((2R,4R)-2-[(1S,2S)-2-Amino-3-(3,5-difluorophenyl)-1-hydroxypropyl]-4-benzyloxypyrrolidine-1-carboxylic acid tert-butyl ester).